This data is from the Open Reaction Database (ORD), a public repository of structured organic reaction records. The task is: describe an organic reaction: reactants, conditions, products, and yield Starting materials: C1(CCCCC1)OCC(=O)C1=CC=C(C=C1)OCC1=CC=CC=C1 (cyclohexyloxymethyl (4-benzyloxyphenyl) methanone), HClO4. Reagents/catalysts: [Pd] (palladium-on-charcoal), CO (methanol). Product: C1(CCCCC1)OCCC1=CC=C(C=C1)O (4-(2-Cyclohexyloxyethyl)-phenol). RXN SMILES: [CH:1]1([O:7][CH2:8][C:9]([C:11]2[CH:16]=[CH:15][C:14]([O:17]CC3C=CC=CC=3)=[CH:13][CH:12]=2)=O)[CH2:6][CH2:5][CH2:4][CH2:3][CH2:2]1>CO.[Pd]>[CH:1]1([O:7][CH2:8][CH2:9][C:11]2[CH:12]=[CH:13][C:14]([OH:17])=[CH:15][CH:16]=2)[CH2:6][CH2:5][CH2:4][CH2:3][CH2:2]1. Procedure details: 16 g (0.049 mol) of cyclohexyloxymethyl (4-benzyloxyphenyl) methanone are hydrogenated under a hydrogen pressure of 50 psi, at a temperature of 35 to 40° C., in solution in 150 cc of methanol containing a few drops of 70% HClO4 solution and 1 g of 5% palladium-on-charcoal. The catalyst is filtered off, the solvent is evaporated off in vacuo and the residual oil is chromatographed on a silica column (eluent: 8/2 cyclohexane/ethyl acetate). An oil is collected which has a refractive index nD18 =1.... The reactants are O=c1[nH]c(CCCCc2ccccc2)nc2ncc(Br)cc12, CC(=O)OC(C)C, Cc1ccccc1, OB(O)C1CC1, C1CCC(P(C2CCCCC2)C2CCCCC2)CC1, [K+], [K+], [K+], CC(=O)[O-], CC(=O)[O-], O, O, O=P([O-])([O-])[O-], [Pd+2]. The product is O=c1[nH]c(CCCCc2ccccc2)nc2ncc(C3CC3)cc12. Reaction SMILES: [Br:1][c:2]1[cH:3][c:4]2[c:5]([n:6][c:7]([CH2:11][CH2:12][CH2:13][CH2:14][c:15]3[cH:16][cH:17][cH:18][cH:19][cH:20]3)[nH:8][c:9]2=[O:10])[n:21][cH:22]1.[C:56]([O:57][CH:58]([CH3:59])[CH3:60])(=[O:61])[CH3:62].[CH3:64][c:65]1[cH:66][cH:67][cH:68][cH:69][cH:70]1.[CH:23]1([B:26]([OH:27])[OH:28])[CH2:24][CH2:25]1.[CH:37]1([P:38]([CH:39]2[CH2:40][CH2:41][CH2:42][CH2:43][CH2:44]2)[CH:45]2[CH2:46][CH2:47][CH2:48][CH2:49][CH2:50]2)[CH2:51][CH2:52][CH2:53][CH2:54][CH2:55]1.[K+:34].[K+:35].[K+:36].[O-:73][C:74]([CH3:75])=[O:76].[O-:77][C:78]([CH3:79])=[O:80].[OH2:63].[OH2:71].[P:29]([O-:30])([O-:31])([O-:32])=[O:33].[Pd+2:72]>>[c:2]1([CH:23]2[CH2:24][CH2:25]2)[cH:3][c:4]2[c:5]([n:6][c:7]([CH2:11][CH2:12][CH2:13][CH2:14][c:15]3[cH:16][cH:17][cH:18][cH:19][cH:20]3)[nH:8][c:9]2=[O:10])[n:21][cH:22]1. Starting materials: CCCCN, CO, Cc1ccccc1, O=C1c2ccccc2C(=O)N1CCCCCC1CCSS1. Product: O=C(NCCCCCC1CCSS1)c1ccccc1. Reaction SMILES: [CH2:3]([NH2:4])[CH2:5][CH2:6][CH3:7].[CH3:1][OH:2].[CH3:29][c:30]1[cH:31][cH:32][cH:33][cH:34][cH:35]1.[S:8]1[S:9][CH:10]([CH2:13][CH2:14][CH2:15][CH2:16][CH2:17][N:18]2[C:19](=[O:28])[c:20]3[cH:21][cH:22][cH:23][cH:24][c:25]3[C:26]2=[O:27])[CH2:11][CH2:12]1>>[S:8]1[S:9][CH:10]([CH2:13][CH2:14][CH2:15][CH2:16][CH2:17][NH:18][C:19]([c:20]2[cH:21][cH:22][cH:23][cH:24][cH:25]2)=[O:28])[CH2:11][CH2:12]1. Reactants: FC(C=1C=C(CN(CC2=C(C=CC(=C2)C(F)(F)F)F)C2=NC=C(C=N2)Br)C=C(C1)C(F)(F)F)(F)F ((3,5-Bis-trifluoromethyl-benzyl)-(5-bromo-pyrimidin-2-yl)-(2-fluoro-5-trifluoromethyl-benzyl)-amine), C([O-])(O)=O.[Na+] (sodium bicarbonate), C(C)(C)(C)P(C1=C(C=CC=C1)C1=CC=CC=C1)C(C)(C)C (2-(di-tert-butylphosphino)biphenyl), CC(C)([O-])C.[Na+] (sodium tert-butoxide), N1CCOCC1 (morpholine). The solvent is C1(=CC=CC=C1)C (toluene), C(C)(=O)OCC (ethyl acetate), C=1C=CC(=CC1)/C=C/C(=O)/C=C/C2=CC=CC=C2.C=1C=CC(=CC1)/C=C/C(=O)/C=C/C2=CC=CC=C2.C=1C=CC(=CC1)/C=C/C(=O)/C=C/C2=CC=CC=C2.[Pd].[Pd] (tris(dibenzylideneacetone)dipalladium). Yields the product FC(C=1C=C(CN(C2=NC=C(C=N2)N2CCOCC2)CC2=C(C=CC(=C2)C(F)(F)F)F)C=C(C1)C(F)(F)F)(F)F ((3,5-bis-trifluoromethyl-benzyl)-(2-fluoro-5-trifluoromethyl-benzyl)-(5-morpholin-4-yl-pyrimidin-2-yl)-amine). Reaction SMILES: [F:1][C:2]([F:35])([F:34])[C:3]1[CH:4]=[C:5]([CH:27]=[C:28]([C:30]([F:33])([F:32])[F:31])[CH:29]=1)[CH2:6][N:7]([C:20]1[N:25]=[CH:24][C:23](Br)=[CH:22][N:21]=1)[CH2:8][C:9]1[CH:14]=[C:13]([C:15]([F:18])([F:17])[F:16])[CH:12]=[CH:11][C:10]=1[F:19].C(P(C(C)(C)C)C1C=CC=CC=1C1C=CC=CC=1)(C)(C)C.CC(C)([O-])C.[Na+].[NH:63]1[CH2:68][CH2:67][O:66][CH2:65][CH2:64]1.C(=O)(O)[O-].[Na+]>C1(C)C=CC=CC=1.C1C=CC(/C=C/C(/C=C/C2C=CC=CC=2)=O)=CC=1.C1C=CC(/C=C/C(/C=C/C2C=CC=CC=2)=O)=CC=1.C1C=CC(/C=C/C(/C=C/C2C=CC=CC=2)=O)=CC=1.[Pd].[Pd].C(OCC)(=O)C>[F:1][C:2]([F:35])([F:34])[C:3]1[CH:4]=[C:5]([CH:27]=[C:28]([C:30]([F:33])([F:32])[F:31])[CH:29]=1)[CH2:6][N:7]([CH2:8][C:9]1[CH:14]=[C:13]([C:15]([F:18])([F:17])[F:16])[CH:12]=[CH:11][C:10]=1[F:19])[C:20]1[N:25]=[CH:24][C:23]([N:63]2[CH2:68][CH2:67][O:66][CH2:65][CH2:64]2)=[CH:22][N:21]=1 |f:2.3,5.6,8.9.10.11.12|. Procedure: (3,5-Bis-trifluoromethyl-benzyl)-(5-bromo-pyrimidin-2-yl)-(2-fluoro-5-trifluoromethyl-benzyl)-amine (300 mg) is dissolved in toluene (5 ml) and tris(dibenzylideneacetone)dipalladium (48 mg), 2-(di-tert-butylphosphino)biphenyl (62 mg), sodium tert-butoxide (75 mg) and morpholine (68 μl) and the mixture is stirred under nitrogen atmosphere at room temperature overnight. To the reaction solution are added a saturated aqueous sodium bicarbonate solution and ethyl acetate, and the mixture is separate... The reactants are FC1=CC=C(C=C1)[C@@H](C[C@H](CCN1CCN(CC1)C(=O)OC(C)(C)C)C(=O)OC)OC (tert-butyl 4-((3S,5R)-5-(4-fluorophenyl)-5-methoxy-3-(methoxycarbonyl)pentyl)piperazine-1-carboxylate), C(=O)(C(F)(F)F)O (TFA). Run in C(Cl)Cl (DCM). Conditions: temperature 25 celsius, time 30 minute. The product is FC1=CC=C(C=C1)[C@@H](C[C@@H](C(=O)OC)CCN1CCNCC1)OC ((2S,4R)-methyl 4-(4-fluorophenyl)-4-methoxy-2-(2-(piperazin-1-yl)ethyl)butanoate). Reaction SMILES: [F:1][C:2]1[CH:7]=[CH:6][C:5]([C@H:8]([O:30][CH3:31])[CH2:9][C@@H:10]([C:26]([O:28][CH3:29])=[O:27])[CH2:11][CH2:12][N:13]2[CH2:18][CH2:17][N:16](C(OC(C)(C)C)=O)[CH2:15][CH2:14]2)=[CH:4][CH:3]=1.C(O)(C(F)(F)F)=O>C(Cl)Cl>[F:1][C:2]1[CH:7]=[CH:6][C:5]([C@H:8]([O:30][CH3:31])[CH2:9][C@H:10]([CH2:11][CH2:12][N:13]2[CH2:14][CH2:15][NH:16][CH2:17][CH2:18]2)[C:26]([O:28][CH3:29])=[O:27])=[CH:4][CH:3]=1. Procedure details: To a solution of tert-butyl 4-((3S,5R)-5-(4-fluorophenyl)-5-methoxy-3-(methoxycarbonyl)pentyl)piperazine-1-carboxylate in 200 μL DCM was slowly added 2 mL TFA and the resulting solution stirred for 30 min at 25° C. The solvent was evaporated under reduced pressure and the crude product was used directly in the next reaction without further purification. Starting materials: [Na+], [OH-], O=S(=O)(O)O, CC(C)N1CCC(C(C#N)(c2ccccc2)c2ccccc2)C1. Yields the product CC(C)N1CCC(C(C(N)=O)(c2ccccc2)c2ccccc2)C1. RXN SMILES: [Na+:30].[OH-:29].[S:24]([OH:25])(=[O:26])(=[O:27])[OH:28].[c:1]1([C:7]([C:8]#[N:9])([CH:10]2[CH2:11][N:12]([CH:15]([CH3:16])[CH3:17])[CH2:13][CH2:14]2)[c:18]2[cH:19][cH:20][cH:21][cH:22][cH:23]2)[cH:2][cH:3][cH:4][cH:5][cH:6]1>>[c:1]1([C:7]([C:8]([NH2:9])=[O:25])([CH:10]2[CH2:11][N:12]([CH:15]([CH3:16])[CH3:17])[CH2:13][CH2:14]2)[c:18]2[cH:19][cH:20][cH:21][cH:22][cH:23]2)[cH:2][cH:3][cH:4][cH:5][cH:6]1. The reactants are [N+](=O)([O-])C(C)C (2-nitropropane), OS(=O)(=O)O (H2SO4), [Na] (Sodium), CO (MeOH), C=1C=CC(=C(C1)C=O)C=O (orthophthalaldehyde). Solvent: O (water). Run at time 8 hour. Yields the product COC1OC(C2=CC=CC=C12)C(C)([N+](=O)[O-])C (1-Methoxy-3-(1-methyl-1-nitroethyl)-1,3dihydroisobenzofuran). Reaction SMILES: [Na].[N+:2]([CH:5]([CH3:7])[CH3:6])([O-:4])=[O:3].[CH:8]1[CH:9]=[CH:10][C:11]([CH:16]=[O:17])=[C:12]([CH:14]=[O:15])[CH:13]=1.OS(O)(=O)=O.[CH3:23]O>O>[CH3:23][O:15][CH:14]1[C:12]2[C:11](=[CH:10][CH:9]=[CH:8][CH:13]=2)[CH:16]([C:5]([CH3:7])([N+:2]([O-:4])=[O:3])[CH3:6])[O:17]1 |^1:0|. Procedure: Sodium metal (12.4 g, 0.539 g atm) is added to MeOH, (1 L) at 10° C. over 90 min. When a clear solution is obtained the cold water bath is removed and 2-nitropropane (256 mL, 2.85 mol) is added, followed by orthophthalaldehyde (120 g, 0.895 mol). The resulting solution is stirred at rt overnight. The solution is acidified by adding 1 N H2SO4 to pH 2. White solids precipitate. The mixture is filtered, and the filter cake is washed with MeOH and discarded. The filtrate is stirred at rt for 3 h and...